From a dataset of the Open Reaction Database (ORD), a public repository of structured organic reaction records. describe an organic reaction: reactants, conditions, products, and yield Starting materials: O=C=Nc1ccc2c(c1)OCO2, NCc1ccc2c(c1)OCO2, c1ccccc1. The product is O=C(NCc1ccc2c(c1)OCO2)Nc1ccc2c(c1)OCO2. As a reaction SMILES: [CH2:12]1[O:13][c:14]2[cH:15][c:16]([N:21]=[C:22]=[O:23])[cH:17][cH:18][c:19]2[O:20]1.[CH2:1]1[O:2][c:3]2[cH:4][c:5]([CH2:6][NH2:7])[cH:8][cH:9][c:10]2[O:11]1.[cH:24]1[cH:25][cH:26][cH:27][cH:28][cH:29]1>>[CH2:1]1[O:2][c:3]2[cH:4][c:5]([CH2:6][NH:7][C:22]([NH:21][c:16]3[cH:15][c:14]4[c:19]([cH:18][cH:17]3)[O:20][CH2:12][O:13]4)=[O:23])[cH:8][cH:9][c:10]2[O:11]1. Starting materials: Cl.Cl.N[C@@H]1C[C@H](C1)N1C(C(C=2C1=NC=CN2)(C)C)=O (5-(trans-3-aminocyclobutyl)-7,7-dimethyl-5H-pyrrolo[2,3-b]pyrazin-6(7H)-one dihydrochloride), Cl.Cl.N[C@@H]1C[C@H](C1)N1C(C(C=2C1=NC=CN2)(C)C)=O (5-(trans-3-aminocyclobutyl)-7,7-dimethyl-5H-pyrrolo[2,3-b]pyrazin-6(7H)-one dihydrochloride), C(C)N(C(C)C)C(C)C (N-ethyl-N-isopropylpropan-2-amine), CS(=O)(=O)C=1SC2=NC=CC=C2N1 (2-(methylsulfonyl)thiazolo[5,4-b]pyridine), CS(=O)(=O)C=1SC2=NC=CC=C2N1 (2-(methylsulfonyl)thiazolo[5,4-b]pyridine). Solvent: CCOC(=O)C (EtOAc), O (water), CS(=O)C (DMSO). Reaction conditions: temperature 100 celsius, time 3 hour. Yields the product CC1(C(N(C2=NC=CN=C21)[C@@H]2C[C@H](C2)NC=2SC1=NC=CC=C1N2)=O)C (7,7-dimethyl-5-(trans-3-(thiazolo[5,4-b]pyridin-2-ylamino)cyclobutyl)-5H-pyrrolo[2,3-b]pyrazin-6(7H)-one). Isolated yield 60.5%. Reaction SMILES: Cl.Cl.[NH2:3][C@H:4]1[CH2:7][C@H:6]([N:8]2[C:12]3=[N:13][CH:14]=[CH:15][N:16]=[C:11]3[C:10]([CH3:18])([CH3:17])[C:9]2=[O:19])[CH2:5]1.C(N(C(C)C)C(C)C)C.CS([C:33]1[S:34][C:35]2[C:40]([N:41]=1)=[CH:39][CH:38]=[CH:37][N:36]=2)(=O)=O>CS(C)=O.CCOC(C)=O.O>[CH3:18][C:10]1([CH3:17])[C:11]2[C:12](=[N:13][CH:14]=[CH:15][N:16]=2)[N:8]([C@H:6]2[CH2:7][C@H:4]([NH:3][C:33]3[S:34][C:35]4[C:40]([N:41]=3)=[CH:39][CH:38]=[CH:37][N:36]=4)[CH2:5]2)[C:9]1=[O:19] |f:0.1.2|. Procedure: A mixture of 5-(trans-3-aminocyclobutyl)-7,7-dimethyl-5H-pyrrolo[2,3-b]pyrazin-6(7H)-one dihydrochloride (Intermediate 83, 51 mg, 0.167 mmol), N-ethyl-N-isopropylpropan-2-amine (102 μl, 0.585 mmol), and 2-(methylsulfonyl)thiazolo[5,4-b]pyridine (Intermediate 76) (43.0 mg, 0.201 mmol) in DMSO (0.3 ml) was stirred at 100° C. for 3 h. The mixture was diluted with EtOAc and water in a separatory funnel. The aqueous layer was extracted with EtOAc twice. The combined organic layer was dried over Na2SO... Reactants: [N+](=O)([O-])C1=C2C=CC(=NC2=CC=C1)Cl (5-nitro-2-chloroquinoline), CC1=CC=C(O1)CN (5-methyl-2-furanmethanamine), S1CCC(C2=CC=CC=C12)=O (thiochroman-4-one). Product: CC1=CC=C(O1)CNC1=NC=2C=CC=C(C2C=C1)NC1CCSC2=CC=CC=C12 (rac-N2-(5-Methyl-furan-2-ylmethyl)-N5-thiochroman-4-yl-quinoline-2,5-diamine). As a reaction SMILES: [N+:1]([C:4]1[CH:13]=[CH:12][CH:11]=[C:10]2[C:5]=1[CH:6]=[CH:7][C:8](Cl)=[N:9]2)([O-])=O.[CH3:15][C:16]1[O:20][C:19]([CH2:21][NH2:22])=[CH:18][CH:17]=1.[S:23]1[C:32]2[C:27](=[CH:28][CH:29]=[CH:30][CH:31]=2)[C:26](=O)[CH2:25][CH2:24]1>>[CH3:15][C:16]1[O:20][C:19]([CH2:21][NH:22][C:8]2[CH:7]=[CH:6][C:5]3[C:4]([NH:1][CH:26]4[C:27]5[C:32](=[CH:31][CH:30]=[CH:29][CH:28]=5)[S:23][CH2:24][CH2:25]4)=[CH:13][CH:12]=[CH:11][C:10]=3[N:9]=2)=[CH:18][CH:17]=1. Procedure: The title compound, MS: m/e=402.5 (M+H+), was prepared from 5-nitro-2-chloroquinoline, 5-methyl-2-furanmethanamine and thiochroman-4-one as described in example 26. The reactants are Br.CC=1SC2=C(CCNCC2)N1 (2-methyl-5,6,7,8-tetrahydro-4H-thiazolo[4,5-d]azepine hydrobromide), [Li+].FC1=CC=C(C=C1)N1C(=NC(=C1)C1=CC=C(C=C1)F)CC(=O)[O-] ((1,4-bis-(4-fluoro-phenyl)-1H-imidazol-2-yl)-acetic acid lithium salt), CN(C)C(=[N+](C)C)ON1C2=C(C=CC=C2)N=N1.[B-](F)(F)(F)F (TBTU), CCN(C(C)C)C(C)C (DIPEA). Solvent: CN(C)C=O (DMF), O (Water). Product: FC1=CC=C(C=C1)N1C(=NC(=C1)C1=CC=C(C=C1)F)CC(=O)N1CCC2=C(CC1)SC(=N2)C (2-[1,4-Bis-(4-fluoro-phenyl)-1H-imidazol-2-yl]-1-(2-methyl-4,5,7,8-tetrahydro-thiazolo[4,5-d]azepin-6-yl)-ethanone). Isolated yield 44.8%. Reaction SMILES: Br.[CH3:2][C:3]1[S:4][C:5]2[CH2:11][CH2:10][NH:9][CH2:8][CH2:7][C:6]=2[N:12]=1.[Li+].[F:14][C:15]1[CH:20]=[CH:19][C:18]([N:21]2[CH:25]=[C:24]([C:26]3[CH:31]=[CH:30][C:29]([F:32])=[CH:28][CH:27]=3)[N:23]=[C:22]2[CH2:33][C:34]([O-])=[O:35])=[CH:17][CH:16]=1.CN(C(ON1N=NC2C=CC=CC1=2)=[N+](C)C)C.[B-](F)(F)(F)F.CCN(C(C)C)C(C)C>CN(C=O)C.O>[F:14][C:15]1[CH:16]=[CH:17][C:18]([N:21]2[CH:25]=[C:24]([C:26]3[CH:31]=[CH:30][C:29]([F:32])=[CH:28][CH:27]=3)[N:23]=[C:22]2[CH2:33][C:34]([N:9]2[CH2:10][CH2:11][C:5]3[S:4][C:3]([CH3:2])=[N:12][C:6]=3[CH2:7][CH2:8]2)=[O:35])=[CH:19][CH:20]=1 |f:0.1,2.3,4.5|. Reported procedure: 38 mg 2-methyl-5,6,7,8-tetrahydro-4H-thiazolo[4,5-d]azepine hydrobromide was added to 40 mg (1,4-bis-(4-fluoro-phenyl)-1H-imidazol-2-yl)-acetic acid lithium salt, 45 mg TBTU, 0.06 mL DIPEA in 0.75 mL DMF. The reaction was stirred over night at RT. Water was added to the reaction and the mixture was stirred 1 h. The precipitate was filltered and dried to give 26 mg desired product. Rt: 4.59 (method E), (M+H)+: 465 Starting materials: ClC=1C=C(C=C(C1)Cl)C1=CC=C(C=C1)/C(=C/COC1=CC=C(C=C1)C[C@@H](C(=O)[O-])OCC)/C ((E)-(S)-3-{4-[3-(3′,5′-Dichloro-biphenyl-4-yl)-but-2-enyloxy]-phenyl}-2-ethoxy-propionate), [OH-].[Na+] (sodium hydroxide). Product: ClC=1C=C(C=C(C1)Cl)C1=CC=C(C=C1)/C(=C/COC1=CC=C(C=C1)C[C@@H](C(=O)O)OCC)/C ((E)-(S)-3-{4-[3-(3′,5′-dichloro-biphenyl-4-yl)-but-2-enyloxy]-phenyl}-2-ethoxy-propionic acid). Isolated yield 86.9%. RXN SMILES: [Cl:1][C:2]1[CH:3]=[C:4]([C:9]2[CH:14]=[CH:13][C:12](/[C:15](/[CH3:33])=[CH:16]/[CH2:17][O:18][C:19]3[CH:24]=[CH:23][C:22]([CH2:25][C@H:26]([O:30][CH2:31][CH3:32])[C:27]([O-:29])=[O:28])=[CH:21][CH:20]=3)=[CH:11][CH:10]=2)[CH:5]=[C:6]([Cl:8])[CH:7]=1.[OH-].[Na+]>>[Cl:1][C:2]1[CH:3]=[C:4]([C:9]2[CH:10]=[CH:11][C:12](/[C:15](/[CH3:33])=[CH:16]/[CH2:17][O:18][C:19]3[CH:24]=[CH:23][C:22]([CH2:25][C@H:26]([O:30][CH2:31][CH3:32])[C:27]([OH:29])=[O:28])=[CH:21][CH:20]=3)=[CH:13][CH:14]=2)[CH:5]=[C:6]([Cl:8])[CH:7]=1 |f:1.2|. Procedure: The title compound was prepared from (E)-(S)-ethyl 3-{4-[3-(3′,5′-dichloro-biphenyl-4-yl)-but-2-enyloxy]-phenyl}-2-ethoxy-propionate (example 125) (513 mg, 1.0 mmol) and sodium hydroxide (1M, 5.0 ml, 5.0 mmol) by a procedure analogous to that described in example 51, yielding (E)-(S)-3-{4-[3-(3′,5′-dichloro-biphenyl-4-yl)-but-2-enyloxy]-phenyl}-2-ethoxy-propionic acid (422 mg, 87%) as a colourless glass. Starting materials: ClC1=NC(=C(C(=N1)Cl)SC)Cl (2,4,6-trichloro-5-methylthio-pyrimidine), solution, C(C)N (ethylamine), solution, [OH-].[Na+] (caustic soda). The solvent is CC(=O)CC (methylethylketone). Conditions: time 6 hour. Product: C(C)NC1=NC(=C(C(=N1)Cl)SC)Cl (2-Ethylamino-4,6-dichloro-5-methylthio-pyrimidine). RXN SMILES: Cl[C:2]1[N:7]=[C:6]([Cl:8])[C:5]([S:9][CH3:10])=[C:4]([Cl:11])[N:3]=1.[CH2:12]([NH2:14])[CH3:13].[OH-].[Na+]>CC(CC)=O>[CH2:12]([NH:14][C:2]1[N:7]=[C:6]([Cl:8])[C:5]([S:9][CH3:10])=[C:4]([Cl:11])[N:3]=1)[CH3:13] |f:2.3|. Reported procedure: 230 parts of 2,4,6-trichloro-5-methylthio-pyrimidine are dissolved in 740 parts of methylethylketone, 650 parts of ice are added, and 120 parts of an aqueous 38% solution of ethylamine are run in over 30 minutes while cooling in order that the temperature should not exceed 5° C. 129.5 parts of a 31% solution of caustic soda are added in a period of an hour at 20° C. and the mixture is stirred for 6 hours. The desired isomer is then precipitated while the 4-ethylamino-2,6-dichloro-5-methylthiopyr... The reactants are ClC1=CC(=C(C=C1OCC1=CC=CC=C1)N1C(NC(=CC1=O)C(F)(F)F)=O)F (3-[4-chloro-2-fluoro-5-(phenylmethoxy) phenyl]-6-(trifluoromethyl)-2,4(1H,3H)-pyrimidinedione), COS(=O)(=O)OC (dimethylsulfate), C([O-])(O)=O.[Na+] (sodium bicarbonate). Solvent: CC(=O)C (acetone), CCOCC (ether). Product: ClC1=CC(=C(C=C1OCC1=CC=CC=C1)N1C(N(C(=CC1=O)C(F)(F)F)C)=O)F (3-[-4-chloro-2-fluoro-5-(phenylmethoxy)-phenyl]-1-methyl-6-(trifluoromethyl) -2,4(1H,3H)-pyrimidinedione). The yield is 62.2%. Reaction SMILES: [Cl:1][C:2]1[C:7]([O:8][CH2:9][C:10]2[CH:15]=[CH:14][CH:13]=[CH:12][CH:11]=2)=[CH:6][C:5]([N:16]2[C:21](=[O:22])[CH:20]=[C:19]([C:23]([F:26])([F:25])[F:24])[NH:18][C:17]2=[O:27])=[C:4]([F:28])[CH:3]=1.[CH3:29]OS(OC)(=O)=O.C(=O)(O)[O-].[Na+]>CC(C)=O.CCOCC>[Cl:1][C:2]1[C:7]([O:8][CH2:9][C:10]2[CH:11]=[CH:12][CH:13]=[CH:14][CH:15]=2)=[CH:6][C:5]([N:16]2[C:21](=[O:22])[CH:20]=[C:19]([C:23]([F:26])([F:25])[F:24])[N:18]([CH3:29])[C:17]2=[O:27])=[C:4]([F:28])[CH:3]=1 |f:2.3|. Reported procedure: A mixture of 1.85 g (4.46 retool) of 3-[4-chloro-2-fluoro-5-(phenylmethoxy) phenyl]-6-(trifluoromethyl)-2,4(1H,3H)-pyrimidinedione, 492 μL (5.20 mmol) of dimethylsulfate, and 749 mg (8.92 mmol) of sodium bicarbonate in 20 mL of acetone was warmed under reflux for 3 h. Evaporation removed the solvent to give a viscous residue. It was dissolved in 50 mL of ether and washed twice with 30 mL of water, dried (MgSO4) and concentrated in vacuo to give white solid which was flash chromatographed over si...